This data is from the Open Reaction Database (ORD), a public repository of structured organic reaction records. The task is: describe an organic reaction: reactants, conditions, products, and yield Starting materials: BrC1=NN=C(S1)NC(C)=O (N-(5-bromo-1,3,4-thiadiazol-2-yl)-acetamide), NCCN1CCC(CC1)NC1=NC2=C(N1CC1=CC=C(C=C1)F)C=CC=C2 (N-[1-(2-aminoethyl)-4-piperidinyl]-1-[(4-fluorophenyl)methyl]-1H-benzimidazol-2-amine), C([O-])([O-])=O.[Na+].[Na+] (sodium carbonate). Solvent: CN(C=O)C (N,N-dimethylformamide). Reaction conditions: time 8 hour. Yields the product FC1=CC=C(C=C1)CN1C(=NC2=C1C=CC=C2)NC2CCN(CC2)CCNC=O (N-[2-[4-[[1-[(4-fluorophenyl)methyl]-1H-benzimidazol-2-yl]amino]-1-piperidinyl]ethyl]formamide). Reaction SMILES: BrC1SC(N[C:8](=[O:10])C)=NN=1.[NH2:11][CH2:12][CH2:13][N:14]1[CH2:19][CH2:18][CH:17]([NH:20][C:21]2[N:25]([CH2:26][C:27]3[CH:32]=[CH:31][C:30]([F:33])=[CH:29][CH:28]=3)[C:24]3[CH:34]=[CH:35][CH:36]=[CH:37][C:23]=3[N:22]=2)[CH2:16][CH2:15]1.C(=O)([O-])[O-].[Na+].[Na+]>CN(C)C=O>[F:33][C:30]1[CH:31]=[CH:32][C:27]([CH2:26][N:25]2[C:24]3[CH:34]=[CH:35][CH:36]=[CH:37][C:23]=3[N:22]=[C:21]2[NH:20][CH:17]2[CH2:18][CH2:19][N:14]([CH2:13][CH2:12][NH:11][CH:8]=[O:10])[CH2:15][CH2:16]2)=[CH:28][CH:29]=1 |f:2.3.4|. Procedure details: A mixture of 4.4 parts of N-(5-bromo-1,3,4-thiadiazol-2-yl)-acetamide, 7.3 parts of N-[1-(2-aminoethyl)-4-piperidinyl]-1-[(4-fluorophenyl)methyl]-1H-benzimidazol-2-amine, 3.18 parts of sodium carbonate and 135 parts of N,N-dimethylformamide was stirred overnight at 80°-90° C. The reaction mixture was evaporated. The residue was purified by column chromatography over silica gel using a mixture of trichloromethane and methanol (90:10 by volume) as eluent. The pure fractions were collected and the ... Reactants: ( L ), NC1=C(C(=NC(=C1F)Cl)C(=O)OC)I (methyl 4-amino-6-chloro-5-fluoro-3-iodopicolinate), C([O-])([O-])=O.[Cs+].[Cs+] (cesium carbonate), N1=CC=CC2=CC=C3C=CC=NC3=C12 (1,10-Phenanthroline). Reagents/catalysts: [Cu]I (copper(I) iodide), [Cu]I (CuI). The solvent is CO (CH3OH). Conditions: temperature 65 celsius, time 12 hour. The product is NC1=C(C(=NC(=C1F)Cl)C(=O)O)OC (4-amino-6-chloro-5-fluoro-3-methoxypicolinic acid). RXN SMILES: [NH2:1][C:2]1[C:7]([F:8])=[C:6]([Cl:9])[N:5]=[C:4]([C:10]([O:12]C)=[O:11])[C:3]=1I.[C:15](=O)([O-])[O-:16].[Cs+].[Cs+].N1C2C(=CC=C3C=2N=CC=C3)C=CC=1>[Cu]I.CO>[NH2:1][C:2]1[C:7]([F:8])=[C:6]([Cl:9])[N:5]=[C:4]([C:10]([OH:12])=[O:11])[C:3]=1[O:16][CH3:15] |f:1.2.3|. Reported procedure: To a dry 1 liter (L) flask was added methyl 4-amino-6-chloro-5-fluoro-3-iodopicolinate (50 g, 151 mmol) and cesium carbonate (Cs2CO3; 99 g, 303 mmol). CH3OH (378 mL) was added, and the solution was sparged with nitrogen for 10 min. 1,10-Phenanthroline (6.00 g, 30.3 mmol) and copper(I) iodide (CuI; 2.88 g, 15.13 mmol) were added, and the flask was fitted with a reflux condenser and heated to 65° C. under nitrogen. After 12 h, CuI (2.88 g, 15.13 mmol) was again added to the reaction mixture, and h...